This data is from the Open Reaction Database (ORD), a public repository of structured organic reaction records. The task is: describe an organic reaction: reactants, conditions, products, and yield Reactants: Cc1ccc(S(=O)(=O)OCC2COCCO2)cc1, Fc1cncc(CCl)c1, Cl, O=C1Nc2ccccc2C12COc1cc3c(cc12)OCCO3, O=C1Nc2ccccc2C12COc1cc3c(cc12)OCO3. Product: O=C1N(Cc2cncc(F)c2)c2ccccc2C12COc1cc3c(cc12)OCCO3. RXN SMILES: [CH3:54][c:55]1[cH:56][cH:57][c:58]([S:59]([O:60][CH2:61][CH:62]2[CH2:63][O:64][CH2:65][CH2:66][O:67]2)(=[O:68])=[O:69])[cH:70][cH:71]1.[Cl:45][CH2:46][c:47]1[cH:48][n:49][cH:50][c:51]([F:53])[cH:52]1.[ClH:44].[NH:1]1[C:2](=[O:22])[C:3]2([CH2:4][O:5][c:6]3[cH:7][c:8]4[c:9]([cH:14][c:15]32)[O:10][CH2:11][CH2:12][O:13]4)[c:16]2[cH:17][cH:18][cH:19][cH:20][c:21]21.[NH:23]1[c:24]2[c:25]([cH:26][cH:27][cH:28][cH:29]2)[C:30]2([c:31]3[cH:32][c:33]4[c:37]([cH:38][c:39]3[O:40][CH2:41]2)[O:36][CH2:35][O:34]4)[C:42]1=[O:43]>>[N:1]1([CH2:46][c:47]2[cH:48][n:49][cH:50][c:51]([F:53])[cH:52]2)[C:2](=[O:22])[C:3]2([CH2:4][O:5][c:6]3[cH:7][c:8]4[c:9]([cH:14][c:15]32)[O:10][CH2:11][CH2:12][O:13]4)[c:16]2[cH:17][cH:18][cH:19][cH:20][c:21]21. The reactants are OCCO, Cc1ccccc1, O, Cc1ccc(S(=O)(=O)O)cc1, O=Cc1ccco1. The product is c1coc(C2OCCO2)c1. RXN SMILES: [CH2:8]([CH2:9][OH:10])[OH:11].[CH3:23][c:24]1[cH:25][cH:26][cH:27][cH:28][cH:29]1.[OH2:30].[c:12]1([CH3:13])[cH:14][cH:15][c:16]([S:17]([OH:18])(=[O:19])=[O:20])[cH:21][cH:22]1.[o:1]1[c:2]([CH:6]=[O:7])[cH:3][cH:4][cH:5]1>>[o:1]1[c:2]([CH:6]2[O:7][CH2:8][CH2:9][O:10]2)[cH:3][cH:4][cH:5]1. Reactants: FC(C(=O)N1CCC2=C(C(C1)C)C=C(C(=C2)O)Cl)(F)F (N-trifluoroacetyl-8-chloro-7-hydroxy-1-methyl-2,3,4,5-tetrahydro-1H-3-benzazepine), C(C=C)Br (allyl bromide), C1CCC2=NCCCN2CC1 (DBU). The solvent is ClCCl (dichloromethane), CCOC(=O)C (EtOAc). Reaction conditions: time 2 hour. Yields the product FC(C(=O)N1CCC2=C(C(C1)C)C=C(C(=C2)OCC=C)Cl)(F)F (N-Trifluoroacetyl-7-allyloxy-8-chloro-1-methyl-2,3,4,5-tetrahydro-1H-3-benzazepine). Yield: 84.8%. RXN SMILES: [F:1][C:2]([F:20])([F:19])[C:3]([N:5]1[CH2:11][CH:10]([CH3:12])[C:9]2[CH:13]=[C:14]([Cl:18])[C:15]([OH:17])=[CH:16][C:8]=2[CH2:7][CH2:6]1)=[O:4].[CH2:21](Br)[CH:22]=[CH2:23].C1CCN2C(=NCCC2)CC1>ClCCl.CCOC(C)=O>[F:20][C:2]([F:19])([F:1])[C:3]([N:5]1[CH2:11][CH:10]([CH3:12])[C:9]2[CH:13]=[C:14]([Cl:18])[C:15]([O:17][CH2:23][CH:22]=[CH2:21])=[CH:16][C:8]=2[CH2:7][CH2:6]1)=[O:4]. Procedure details: A solution of N-trifluoroacetyl-8-chloro-7-hydroxy-1-methyl-2,3,4,5-tetrahydro-1H-3-benzazepine (24 mg, 0.078 mmol) in dichloromethane (2 mL) was treated with allyl bromide (18 mg, 0.15 mmol), DBU (23 mg, 0.15 mmol) and stirred 2 hours at 20 C. The product mixture was diluted with EtOAc (10 mL), washed with 5% aqueous HCl (5 mL), brine (5 mL), dried with Na2SO4 and concentrated. Flash chromatography (15% EtOAc in hexane, silica) resulted in 23 mg of a white solid. MS calculated for C16H17ClF3NO2... Reported procedure: In the conventional method for preparing Schaeffer's Salt, 2-naphthol is heated with concentrated sulfuric acid until sulfonation is complete. The temperature and reaction time are controlled to provide a high yield of 2-naphthol-6-sulfonic acid. The sulfonation mass is then drowned in water, the resulting solution is neutralized with sodium hydroxide or sodium carbonate, and the crude Schaeffer's Salt is isolated by filtration. The Schaeffer's Salt thus obtained is not pure enough for commercia... Yields the product C1=CC2=C(C=CC(=C2)S(=O)(=O)O)C=C1O (2-naphthol-6-sulfonic acid). Reaction SMILES: [CH:1]1[C:10]2[C:5](=[CH:6][CH:7]=[CH:8][CH:9]=2)[CH:4]=[CH:3][C:2]=1[OH:11].[S:12](=O)(=[O:15])([OH:14])[OH:13]>>[CH:3]1[C:2]([OH:11])=[CH:1][C:10]2[CH:9]=[CH:8][C:7]([S:12]([OH:15])(=[O:14])=[O:13])=[CH:6][C:5]=2[CH:4]=1. Reactants: C1=C(C=CC2=CC=CC=C12)O (2-naphthol), S(O)(O)(=O)=O (sulfuric acid). Starting materials: CC#N, CCN(C(C)C)C(C)C, CCOC(=O)c1c(C)nc2cccc(Cl)n12, NCCc1ccc(N)cc1. The product is CCOC(=O)c1c(C)nc2cccc(NCCc3ccc(N)cc3)n12. RXN SMILES: [CH3:36][C:37]#[N:38].[CH:27]([N:28]([CH2:29][CH3:30])[CH:31]([CH3:32])[CH3:33])([CH3:34])[CH3:35].[Cl:1][c:2]1[cH:3][cH:4][cH:5][c:6]2[n:7]1[c:8]([C:12](=[O:13])[O:14][CH2:15][CH3:16])[c:9]([CH3:11])[n:10]2.[NH2:17][c:18]1[cH:19][cH:20][c:21]([CH2:24][CH2:25][NH2:26])[cH:22][cH:23]1>>[c:2]1([NH:26][CH2:25][CH2:24][c:21]2[cH:20][cH:19][c:18]([NH2:17])[cH:23][cH:22]2)[cH:3][cH:4][cH:5][c:6]2[n:7]1[c:8]([C:12](=[O:13])[O:14][CH2:15][CH3:16])[c:9]([CH3:11])[n:10]2. Starting materials: CCCCCC, CC(C)=O, Cl, Oc1ccc(F)cc1, [H-], CC(C)n1nc(-c2nc(S(C)(=O)=O)c(N)nc2-c2ccccc2)ccc1=O, [Na+]. The product is CC(C)n1nc(-c2nc(Oc3ccc(F)cc3)c(N)nc2-c2ccccc2)ccc1=O. As a reaction SMILES: [CH3:39][CH2:40][CH2:41][CH2:42][CH2:43][CH3:44].[CH3:45][C:46](=[O:47])[CH3:48].[ClH:38].[F:3][c:4]1[cH:5][cH:6][c:7]([OH:10])[cH:8][cH:9]1.[H-:2].[NH2:11][c:12]1[n:13][c:14](-[c:32]2[cH:33][cH:34][cH:35][cH:36][cH:37]2)[c:15](-[c:22]2[cH:23][cH:24][c:25](=[O:31])[n:26]([CH:28]([CH3:29])[CH3:30])[n:27]2)[n:16][c:17]1[S:18]([CH3:19])(=[O:20])=[O:21].[Na+:1]>>[F:3][c:4]1[cH:5][cH:6][c:7]([O:10][c:17]2[c:12]([NH2:11])[n:13][c:14](-[c:32]3[cH:33][cH:34][cH:35][cH:36][cH:37]3)[c:15](-[c:22]3[cH:23][cH:24][c:25](=[O:31])[n:26]([CH:28]([CH3:29])[CH3:30])[n:27]3)[n:16]2)[cH:8][cH:9]1. Reactants: CN(C)C=O, ClCCl, Cc1ccc(S(=O)(=O)OCC2CCC(F)(F)CC2)cc1, [N-]=[N+]=[N-], [Na+]. The product is [N-]=[N+]=NCC1CCC(F)(F)CC1. RXN SMILES: [CH3:25][N:26]([CH3:27])[CH:28]=[O:29].[Cl:30][CH2:31][Cl:32].[F:1][C:2]1([F:20])[CH2:3][CH2:4][CH:5]([CH2:8][O:9][S:10]([c:11]2[cH:12][cH:13][c:14]([CH3:15])[cH:16][cH:17]2)(=[O:18])=[O:19])[CH2:6][CH2:7]1.[N-:22]=[N+:23]=[N-:24].[Na+:21]>>[F:1][C:2]1([F:20])[CH2:3][CH2:4][CH:5]([CH2:8][N:22]=[N+:23]=[N-:24])[CH2:6][CH2:7]1.